From a dataset of the Open Reaction Database (ORD), a public repository of structured organic reaction records. describe an organic reaction: reactants, conditions, products, and yield Reactants: N1CC(CCC1)CN1CCC2=C(CC1=O)C=C(C(=C2)OC)OC (3-[(piperidin-3-yl)-methyl]-7,8-dimethoxy-1,3,4,5-tetrahydro-2H-3-benzazepin-2-one), NC1=C(C=C(OCCCCl)C=C1Br)Br (3-(4-amino-3,5dibromo-phenoxy)-propyl chloride). Product: Cl.NC1=C(C=C(OCCCN2CC(CCC2)CN2CCC3=C(CC2=O)C=C(C(=C3)OC)OC)C=C1Br)Br (3-[(N-(3-(4-Amino-3,5-dibromo-phenoxy)-propyl)-piperidin-3yl)-methyl]-7,8dimethoxy-1,3,4, 5-tetrahydro-2H-3-benzazepin-2one-hydrochloride). RXN SMILES: [NH:1]1[CH2:6][CH2:5][CH2:4][CH:3]([CH2:7][N:8]2[C:14](=[O:15])[CH2:13][C:12]3[CH:16]=[C:17]([O:22][CH3:23])[C:18]([O:20][CH3:21])=[CH:19][C:11]=3[CH2:10][CH2:9]2)[CH2:2]1.[NH2:24][C:25]1[C:35]([Br:36])=[CH:34][C:28]([O:29][CH2:30][CH2:31][CH2:32][Cl:33])=[CH:27][C:26]=1[Br:37]>>[ClH:33].[NH2:24][C:25]1[C:26]([Br:37])=[CH:27][C:28]([O:29][CH2:30][CH2:31][CH2:32][N:1]2[CH2:6][CH2:5][CH2:4][CH:3]([CH2:7][N:8]3[C:14](=[O:15])[CH2:13][C:12]4[CH:16]=[C:17]([O:22][CH3:23])[C:18]([O:20][CH3:21])=[CH:19][C:11]=4[CH2:10][CH2:9]3)[CH2:2]2)=[CH:34][C:35]=1[Br:36] |f:2.3|. Procedure details: Prepared from 3-[(piperidin-3-yl)-methyl]-7,8-dimethoxy-1,3,4,5-tetrahydro-2H-3-benzazepin-2-one and 3-(4-amino-3,5dibromo-phenoxy)-propyl chloride analogously to Example 1. Reaction conditions: temperature 90 celsius. Product: FC=1C=C(C=CC1)NC1=NNN=C1 (N-(3-Fluorophenyl)-2H-1,2,3-triazol-4-amine), solid. RXN SMILES: [F:1][C:2]1[CH:3]=[C:4]([NH:8][C:9]2[NH:13][N:12](COCC[Si](C)(C)C)[NH:11][CH:10]=2)[CH:5]=[CH:6][CH:7]=1.C(N)CN.[F-].C([N+](CCCC)(CCCC)CCCC)CCC>CCOC(C)=O.O>[F:1][C:2]1[CH:3]=[C:4]([NH:8][C:9]2[CH:10]=[N:11][NH:12][N:13]=2)[CH:5]=[CH:6][CH:7]=1 |f:2.3|. Reported procedure: To N-(3-fluorophenyl)-2-((2-(trimethylsilyl)ethoxy)methyl)-1H-1,2,3-triazol-5-amine 7e (50 mg, 0.16 mmol) was added ethane-1,2-diamine (50 mg, 55.6 μL, 0.83 mmol) and tetrabutylammonium fluoride (424 mg, 478 μL, 1.62 mmol) and the mixture was heated to 90° C. in a microwave for 2 h. The mixture was diluted with EtOAc and water and the organic was washed with water, brine and then dried (MgSO4) and concentrated. Material was purified by Fractionlynx to afford the title compound I-45 as a white so... The reactants are FC=1C=C(C=CC1)NC1=CNN(N1)COCC[Si](C)(C)C (N-(3-fluorophenyl)-2-((2-(trimethylsilyl)ethoxy)methyl)-1H-1,2,3-triazol-5-amine), C(CN)N (ethane-1,2-diamine), [F-].C(CCC)[N+](CCCC)(CCCC)CCCC (tetrabutylammonium fluoride). The solvent is CCOC(=O)C (EtOAc), O (water). Isolated yield 35.0%. As a reaction SMILES: [F:1][CH:2]([F:21])[O:3][C:4]1[CH:9]=[CH:8][C:7]([C:10]2[C:15](=[O:16])[N:14]3[CH:17]=[CH:18][S:19][C:13]3=[N:12][C:11]=2[CH3:20])=[CH:6][CH:5]=1.[CH:22]1([CH2:25][O:26][C:27]2[C:34]([O:35][CH3:36])=[CH:33][CH:32]=[CH:31][C:28]=2[CH:29]=O)[CH2:24][CH2:23]1.[O-]CC.[Na+]>>[CH:22]1([CH2:25][O:26][C:27]2[C:34]([O:35][CH3:36])=[CH:33][CH:32]=[CH:31][C:28]=2/[CH:29]=[CH:20]/[C:11]2[N:12]=[C:13]3[S:19][CH:18]=[CH:17][N:14]3[C:15](=[O:16])[C:10]=2[C:7]2[CH:8]=[CH:9][C:4]([O:3][CH:2]([F:1])[F:21])=[CH:5][CH:6]=2)[CH2:23][CH2:24]1 |f:2.3|. Procedure: The title compound was synthesized by condensation of Intermediate 14 (250 mg, 0.811 mmol) with 2-cyclopropylmethoxy-3-methoxybenzaldehyde (234 mg, 1.136 mmol) in presence of sodium ethoxide (110 mg, 1.623 mmol) according to the procedure of Example 23 to give 158 mg of the desired product; 1H NMR (300 MHz, DMSO-d6) δ 0.26-0.28 (m, 2H), 0.49-0.51 (m, 2H), 1.02-1.04 (m, 1H), 3.69 (m, 2H), 3.77 (s, 3H), 6.93-7.08 (m, 4H), 7.27-7.57 (m, 6H), 7.99 (br s, 1H), 8.15 (d, J=16.2 Hz, 1H); ESI-MS (m/z) 49... The product is C1(CC1)COC1=C(C=CC=C1OC)/C=C/C=1N=C2N(C(C1C1=CC=C(C=C1)OC(F)F)=O)C=CS2 (7-[(E)-2-(2-Cyclopropylmethoxy-3-methoxyphenyl)-1-ethenyl]-6-(4-difluoro methoxyphenyl]-5H-[1,3]thiazolo[3,2-a]pyrimidin-5-one). Yield: 39.2%. Reactants: FC(OC1=CC=C(C=C1)C1=C(N=C2N(C1=O)C=CS2)C)F (6-[4-(Difluoromethoxy)phenyl]-7-methyl-5H-[1,3]thiazolo[3,2-a]-pyrimidin-5-one), C1(CC1)COC1=C(C=O)C=CC=C1OC (2-cyclopropylmethoxy-3-methoxybenzaldehyde), [O-]CC.[Na+] (sodium ethoxide). The reactants are CN1CCOCC1, CNCCOC, COc1nc(Cl)nc(OC)n1, O=C(O)c1ccc(C2CCN(c3ccc4nnc(C(F)(F)F)n4n3)CC2)cc1, CN(C)C=O. Yields the product COCCN(C)C(=O)c1ccc(C2CCN(c3ccc4nnc(C(F)(F)F)n4n3)CC2)cc1. As a reaction SMILES: [CH3:1][N:2]1[CH2:3][CH2:4][O:5][CH2:6][CH2:7]1.[CH3:47][O:48][CH2:49][CH2:50][NH:51][CH3:52].[Cl:36][c:37]1[n:38][c:39]([O:40][CH3:41])[n:42][c:43]([O:44][CH3:45])[n:46]1.[F:8][C:9]([c:10]1[n:11][n:12][c:13]2[n:14]1[n:15][c:16]([N:19]1[CH2:20][CH2:21][CH:22]([c:25]3[cH:26][cH:27][c:28]([C:29](=[O:30])[OH:31])[cH:32][cH:33]3)[CH2:23][CH2:24]1)[cH:17][cH:18]2)([F:34])[F:35].[O:53]=[CH:54][N:55]([CH3:56])[CH3:57]>>[CH3:1][N:2]([CH2:3][CH2:4][O:5][CH3:6])[C:29]([c:28]1[cH:27][cH:26][c:25]([CH:22]2[CH2:21][CH2:20][N:19]([c:16]3[n:15][n:14]4[c:10]([C:9]([F:8])([F:34])[F:35])[n:11][n:12][c:13]4[cH:18][cH:17]3)[CH2:24][CH2:23]2)[cH:33][cH:32]1)=[O:30]. Reactants: Cl.NC1=C(C=C(C=C1)[N+](=O)[O-])C(SCCC(=O)O)C1=C(C=CC=C1)Cl (3-[(2-amino-5-nitrophenyl)(2-chlorophenyl)methylthio]propionic acid hydrochloride), ClC(=O)OCC (ethyl chloroformate), N1=CC=CC=C1 (pyridine). Run in O1CCCC1 (tetrahydrofuran). The product is ClC1=C(C=CC=C1)C1SCCC(NC2=C1C=C(C=C2)[N+](=O)[O-])=O (6-(2-chlorophenyl)-1,3,4,6-tetrahydro-8-nitro-2H-5,1-benzothiazocin-2-one). Reaction SMILES: Cl.[NH2:2][C:3]1[CH:8]=[CH:7][C:6]([N+:9]([O-:11])=[O:10])=[CH:5][C:4]=1[CH:12]([C:19]1[CH:24]=[CH:23][CH:22]=[CH:21][C:20]=1[Cl:25])[S:13][CH2:14][CH2:15][C:16](O)=[O:17].ClC(OCC)=O.N1C=CC=CC=1>O1CCCC1>[Cl:25][C:20]1[CH:21]=[CH:22][CH:23]=[CH:24][C:19]=1[CH:12]1[C:4]2[CH:5]=[C:6]([N+:9]([O-:11])=[O:10])[CH:7]=[CH:8][C:3]=2[NH:2][C:16](=[O:17])[CH2:15][CH2:14][S:13]1 |f:0.1|. Procedure details: By cyclizing 3-[(2-amino-5-nitrophenyl)(2-chlorophenyl)methylthio]propionic acid hydrochloride in analogy to Example 1(c), but in tetrahydrofuran and using ethyl chloroformate and pyridine, there is obtained 6-(2-chlorophenyl)-1,3,4,6-tetrahydro-8-nitro-2H-5,1-benzothiazocin-2-one of melting point 285°. Reactants: CO, COC(=O)CCNC(=O)COc1ccc2c(c1)CC(NS(=O)(=O)c1ccc(Cl)cc1)C2, [Na+], [OH-]. Product: O=C(O)CCNC(=O)COc1ccc2c(c1)CC(NS(=O)(=O)c1ccc(Cl)cc1)C2. RXN SMILES: [CH3:32][OH:33].[Cl:1][c:2]1[cH:3][cH:4][c:5]([S:8](=[O:9])(=[O:10])[NH:11][CH:12]2[CH2:13][c:14]3[cH:15][cH:16][c:17]([O:21][CH2:22][C:23](=[O:24])[NH:25][CH2:26][CH2:27][C:28](=[O:29])[O:30][CH3:31])[cH:18][c:19]3[CH2:20]2)[cH:6][cH:7]1.[Na+:35].[OH-:34]>>[Cl:1][c:2]1[cH:3][cH:4][c:5]([S:8](=[O:9])(=[O:10])[NH:11][CH:12]2[CH2:13][c:14]3[cH:15][cH:16][c:17]([O:21][CH2:22][C:23](=[O:24])[NH:25][CH2:26][CH2:27][C:28](=[O:29])[OH:30])[cH:18][c:19]3[CH2:20]2)[cH:6][cH:7]1. Conditions: time 4.5 hour. Run in ClCCl (dichloromethane), O (water). Procedure: To a solution of (S)-1,1,1-trifluoro-4-(5-fluoro-2-methoxyphenyl)-4-methyl-2-p-tolylsulfanylmethylpentan-2-ol (42.7 g, 102 mmol) in 250 mL of anhydrous dichloromethane was added trimethyloxonium tetrafluoroborate (22.7 g, 153 mmol). The resulting suspension was stirred at room temperature for 4.5 hours. A solution of potassium carbonate (42.4 g, 307 mmol) in 250 mL of water was then added. After 16 hours, the reaction mixture was poured into 200 mL of saturated aqueous sodium bicarbonate solutio... Product: FC=1C=CC(=C(C1)C(C[C@]1(OC1)C(F)(F)F)(C)C)OC ((R)-2-[2-(5-Fluoro-2-methoxyphenyl)-2-methylpropyl]-2-trifluoromethyloxirane). The reactants are FC([C@](CC(C)(C)C1=C(C=CC(=C1)F)OC)(O)CSC1=CC=C(C=C1)C)(F)F ((S)-1,1,1-trifluoro-4-(5-fluoro-2-methoxyphenyl)-4-methyl-2-p-tolylsulfanylmethylpentan-2-ol), F[B-](F)(F)F.C[O+](C)C (trimethyloxonium tetrafluoroborate), C([O-])([O-])=O.[K+].[K+] (potassium carbonate), C([O-])(O)=O.[Na+] (sodium bicarbonate). The yield is 94.9%. RXN SMILES: [F:1][C:2]([F:28])([F:27])[C@@:3]([CH2:18]SC1C=CC(C)=CC=1)([OH:17])[CH2:4][C:5]([C:8]1[CH:13]=[C:12]([F:14])[CH:11]=[CH:10][C:9]=1[O:15][CH3:16])([CH3:7])[CH3:6].F[B-](F)(F)F.C[O+](C)C.C(=O)([O-])[O-].[K+].[K+].C(=O)(O)[O-].[Na+]>ClCCl.O>[F:14][C:12]1[CH:11]=[CH:10][C:9]([O:15][CH3:16])=[C:8]([C:5]([CH3:7])([CH3:6])[CH2:4][C@:3]2([C:2]([F:28])([F:27])[F:1])[CH2:18][O:17]2)[CH:13]=1 |f:1.2,3.4.5,6.7|.